Dataset: the Open Reaction Database (ORD), a public repository of structured organic reaction records. Task: describe an organic reaction: reactants, conditions, products, and yield As a reaction SMILES: Cl[C:2]1[CH:7]=[C:6]([C:8]([Cl:11])([Cl:10])[Cl:9])[CH:5]=[C:4]([Cl:12])[N:3]=1.[Na].[CH2:14]([O:16][CH2:17][CH2:18][OH:19])[CH3:15]>>[Cl:12][C:4]1[CH:5]=[C:6]([C:8]([Cl:11])([Cl:10])[Cl:9])[CH:7]=[C:2]([O:19][CH2:18][CH2:17][O:16][CH2:14][CH3:15])[N:3]=1 |^1:12|. Reported procedure: To a solution of 26.54 grams (0.1 mole) of 2,6-dichloro-4-(trichloromethyl)pyridine dissolved in 150 ml of 2-ethoxyethanol was added over a 35 minute period, a solution of 2.53 grams (0.11 mole) of sodium metal dissolved in ~100 ml of 2-ethoxyethanol. The mixture was heated for 5 hours at 65°-75° C. The insoluble by-products were filtered off and the 2-ethoxyethanol was removed by evaporation under reduced pressure. The residue which remained was diluted with water and extracted with methylene c... Product: ClC1=NC(=CC(=C1)C(Cl)(Cl)Cl)OCCOCC (2-chloro-6-(2-ethoxyethoxy)-4-(trichloromethyl)pyridine). The reactants are ClC1=NC(=CC(=C1)C(Cl)(Cl)Cl)Cl (2,6-dichloro-4-(trichloromethyl)pyridine), C(C)OCCO (2-ethoxyethanol), [Na] (sodium), C(C)OCCO (2-ethoxyethanol). Starting materials: C(#N)C1=CC2=CC[C@H]3[C@@H]4CC[C@@H]([C@@]4(C)CC[C@@H]3[C@]2(CC1)C)C(SC1=NC=CC=C1)=O (S-2-pyridyl 3-cyanoandrosta-3,5-diene-17β-thiocarboxylate), CC(C)(C1=CC=CC=C1)N (1-methyl-1-phenylethylamine). Yields the product CC(C)(C1=CC=CC=C1)NC(=O)[C@@H]1[C@]2(C)[C@@H](CC1)[C@@H]1CC=C3C=C(CC[C@]3(C)[C@H]1CC2)C#N (N-(1-Methyl-1-phenylethyl)-3-cyanoandrosta-3,5-diene-17β-carboxamide). Yield: 75.0%. Reaction SMILES: [C:1]([C:3]1[CH2:20][CH2:19][C@@:18]2([CH3:21])[C:5](=[CH:6][CH2:7][C@@H:8]3[C@@H:17]2[CH2:16][CH2:15][C@@:13]2([CH3:14])[C@H:9]3[CH2:10][CH2:11][C@@H:12]2[C:22](=[O:30])SC2C=CC=CN=2)[CH:4]=1)#[N:2].[CH3:31][C:32]([NH2:40])([C:34]1[CH:39]=[CH:38][CH:37]=[CH:36][CH:35]=1)[CH3:33]>>[CH3:31][C:32]([NH:40][C:22]([C@H:12]1[CH2:11][CH2:10][C@H:9]2[C@H:8]3[C@H:17]([CH2:16][CH2:15][C@:13]12[CH3:14])[C@:18]1([CH3:21])[C:5]([CH:4]=[C:3]([C:1]#[N:2])[CH2:20][CH2:19]1)=[CH:6][CH2:7]3)=[O:30])([C:34]1[CH:39]=[CH:38][CH:37]=[CH:36][CH:35]=1)[CH3:33]. Procedure details: A procedure similar to that described in Example 3(b) was repeated, except that S-2-pyridyl 3-cyanoandrosta-3,5-diene-17β-thiocarboxylate [prepared as described in Example 3(a)] and 1-methyl-1-phenylethylamine were used as starting materials, in relative proportions similar to those used in that Example, to give the title compound in a yield of 75%. The reactants are BrCC1=C(C=CC(=O)OCC)C=CC=C1 (ethyl o-bromomethylcinnamate), ( 1 ), ester, [C-]#N.[Na+] (sodium cyanide). The solvent is C(C)O (ethanol). Product: Reagent XV, C(#N)CC1=C(C=CC(=O)OCC)C=CC=C1 (ethyl o-cyanomethylcinnamate). As a reaction SMILES: Br[CH2:2][C:3]1[CH:15]=[CH:14][CH:13]=[CH:12][C:4]=1[CH:5]=[CH:6][C:7]([O:9][CH2:10][CH3:11])=[O:8].[C-:16]#[N:17].[Na+]>C(O)C>[C:16]([CH2:2][C:3]1[CH:15]=[CH:14][CH:13]=[CH:12][C:4]=1[CH:5]=[CH:6][C:7]([O:9][CH2:10][CH3:11])=[O:8])#[N:17] |f:1.2|. Reported procedure: Reagent XV is prepared from ethyl o-bromomethylcinnamate by the following series of reactions. (1) The starting ester is heated with a solution of sodium cyanide in ethanol to yield ethyl o-cyanomethylcinnamate. (2) This ester is hydrogenated over a Pt or Pd catalyst to afford ethyl o-cyanomethylhydrocinnamate. (3) This ester is reduced with sodium bis(2-methoxyethoxy)aluminum hydride in benzene to yield [2-(3-hydroxypropyl)phenyl]acetonitrile. (4) The nitrile is hydrolyzed by being heated with ... The reactants are C(C)OC1=CC(=C(CN2N=C(C3=CC=CC=C23)C2=NC=C(C(=N2)NC2=CC=NC=C2)O)C(=C1)F)F (2-[1-(4-ethoxy-2,6-difluorobenzyl)-1H-indazol-3-yl]-4-(pyridin-4-ylamino)pyrimidin-5-ol), [OH-].[K+] (potassium hydroxide), ClC(C(=O)C1=CC=CC=C1)(F)F (2-chloro-2,2-difluoro-1-phenylethanone). The solvent is C(C)#N (acetonitrile). Reaction conditions: temperature -75 celsius, time 4 hour. The product is FC(OC=1C(=NC(=NC1)C1=NN(C2=CC=CC=C12)CC1=C(C=C(C=C1F)OCC)F)NC1=CC=NC=C1)F (5-(difluoromethoxy)-2-[1-(4-ethoxy-2,6-difluorobenzyl)-1H-indazol-3-yl]-N-(pyridin-4-yl)pyrimidin-4-amine). Reaction SMILES: [CH2:1]([O:3][C:4]1[CH:33]=[C:32]([F:34])[C:7]([CH2:8][N:9]2[C:17]3[C:12](=[CH:13][CH:14]=[CH:15][CH:16]=3)[C:11]([C:18]3[N:23]=[C:22]([NH:24][C:25]4[CH:30]=[CH:29][N:28]=[CH:27][CH:26]=4)[C:21]([OH:31])=[CH:20][N:19]=3)=[N:10]2)=[C:6]([F:35])[CH:5]=1)[CH3:2].[OH-].[K+].Cl[C:39]([F:49])([F:48])C(C1C=CC=CC=1)=O>C(#N)C>[F:48][CH:39]([F:49])[O:31][C:21]1[C:22]([NH:24][C:25]2[CH:30]=[CH:29][N:28]=[CH:27][CH:26]=2)=[N:23][C:18]([C:11]2[C:12]3[C:17](=[CH:16][CH:15]=[CH:14][CH:13]=3)[N:9]([CH2:8][C:7]3[C:6]([F:35])=[CH:5][C:4]([O:3][CH2:1][CH3:2])=[CH:33][C:32]=3[F:34])[N:10]=2)=[N:19][CH:20]=1 |f:1.2|. Procedure details: 100 mg of 2-[1-(4-ethoxy-2,6-difluorobenzyl)-1H-indazol-3-yl]-4-(pyridin-4-ylamino)pyrimidin-5-ol (3-1, 0.211 mmol, 1. eq.) were suspended in 843 μl of 30% aq. potassium hydroxide solution (5.72 mmol, 27 eq.) and 843 μl of acetonitrile. The suspension was cooled with a freezing mixture to −75° C. 93 μl of 2-chloro-2,2-difluoro-1-phenylethanone (0.632 mmol, 3 eq.) were added dropwise. The freezing mixture was removed. The reaction mixture was stirred at 80° C. bath temperature for 4 hours. Then t... The product is FC1=CC=C(C=C1)C=1C=NC(=NC1)N1CCN(CC1)S(=O)(=O)CC1(CCOCC1)C(=O)O (4-{4-[5-(4-Fluorophenyl)pyrimidin-2-yl]piperazine-1-sulfonylmethyl}tetrahydropyran-4-carboxylic acid). Reported procedure: Prepared according to the method for the preparation of 4-[4-(4-bromophenyl) -piperazine-1-sulfonylmethyl]tetrahydropyran-4-carboxylic acid, from 5-(4-fluorophenyl)-2-piperazin-1-ylpyrimidine dihydrochloride (0.27 g), and 4-chlorosulfonyl -methyltetrahydropyran-4-carboxylic acid methyl ester (0.25 g), to yield the title compound as white solid (0.31 g, 81%). Isolated yield 81.0%. Reactants: BrC1=CC=C(C=C1)N1CCN(CC1)S(=O)(=O)CC1(CCOCC1)C(=O)O (4-[4-(4-bromophenyl) -piperazine-1-sulfonylmethyl]tetrahydropyran-4-carboxylic acid), Cl.Cl.FC1=CC=C(C=C1)C=1C=NC(=NC1)N1CCNCC1 (5-(4-fluorophenyl)-2-piperazin-1-ylpyrimidine dihydrochloride), COC(=O)C1(CC(OCC1)C)S(=O)(=O)Cl (4-chlorosulfonyl -methyltetrahydropyran-4-carboxylic acid methyl ester). RXN SMILES: BrC1C=CC([N:8]2[CH2:13][CH2:12][N:11]([S:14]([CH2:17][C:18]3([C:24]([OH:26])=[O:25])[CH2:23][CH2:22][O:21][CH2:20][CH2:19]3)(=[O:16])=[O:15])[CH2:10][CH2:9]2)=CC=1.Cl.Cl.[F:29][C:30]1[CH:35]=[CH:34][C:33]([C:36]2[CH:37]=[N:38][C:39](N3CCNCC3)=[N:40][CH:41]=2)=[CH:32][CH:31]=1.COC(C1(S(Cl)(=O)=O)CCOC(C)C1)=O>>[F:29][C:30]1[CH:31]=[CH:32][C:33]([C:36]2[CH:41]=[N:40][C:39]([N:8]3[CH2:13][CH2:12][N:11]([S:14]([CH2:17][C:18]4([C:24]([OH:26])=[O:25])[CH2:19][CH2:20][O:21][CH2:22][CH2:23]4)(=[O:15])=[O:16])[CH2:10][CH2:9]3)=[N:38][CH:37]=2)=[CH:34][CH:35]=1 |f:1.2.3|. Starting materials: CCc1nc2cc(C#N)ccc2n1-c1ccc(CCO)cc1, CS(C)=O, CO, [Na+], [OH-], O, OO. The product is CCc1nc2cc(C(N)=O)ccc2n1-c1ccc(CCO)cc1. Reaction SMILES: [C:1](#[N:2])[c:3]1[cH:4][c:5]2[c:6]([n:7](-[c:12]3[cH:13][cH:14][c:15]([CH2:18][CH2:19][OH:20])[cH:16][cH:17]3)[c:8]([CH2:10][CH3:11])[n:9]2)[cH:21][cH:22]1.[CH3:23][S:24](=[O:25])[CH3:26].[CH3:32][OH:33].[Na+:30].[OH-:29].[OH2:31].[OH:27][OH:28]>>[C:1]([NH2:2])([c:3]1[cH:4][c:5]2[c:6]([n:7](-[c:12]3[cH:13][cH:14][c:15]([CH2:18][CH2:19][OH:20])[cH:16][cH:17]3)[c:8]([CH2:10][CH3:11])[n:9]2)[cH:21][cH:22]1)=[O:25].